This data is from the Open Reaction Database (ORD), a public repository of structured organic reaction records. The task is: describe an organic reaction: reactants, conditions, products, and yield Starting materials: NC1=C(C2=C(OCCO2)C=C1)C (6-amino-5-methyl-benzodioxan), [OH-].[Na+] (sodium hydroxide), C(=S)(Cl)Cl (thiophosgene). The solvent is O (water), Cl (hydrochloric acid). Reaction SMILES: [NH2:1][C:2]1[CH:11]=[CH:10][C:5]2[O:6][CH2:7][CH2:8][O:9][C:4]=2[C:3]=1[CH3:12].[C:13](Cl)(Cl)=[S:14].[OH-].[Na+]>O.Cl>[N:1]([C:2]1[CH:11]=[CH:10][C:5]2[O:6][CH2:7][CH2:8][O:9][C:4]=2[C:3]=1[CH3:12])=[C:13]=[S:14] |f:2.3|. Product: N(=C=S)C1=C(C2=C(OCCO2)C=C1)C (6-Isothiocyanato-5-methylbenzodioxan). Reported procedure: 1.90 g of 6-amino-5-methyl-benzodioxan is dissolved in 50 mL of water containing 11.8 mL of 1.0N hydrochloric acid. 1.10 mL of thiophosgene is added dropwise while stirring vigorously. After 4 hours of stirring at room temperature, the mixture is made basic with 50% sodium hydroxide solution, and then extracted with methylene chloride. The extracts are dried over sodium sulfate and concentrated. The residue is found to be 2.0 g of 6-isothiocyanato-5-methylbenzodioxan. Product: COC(=O)C1CCC(NS(=O)(=O)c2ccc(C)c(N)c2)CC1. Reactants: COC(=O)C1CCC(NS(=O)(=O)c2ccc(C)c([N+](=O)[O-])c2)CC1, COC(=O)C1CCC(NS(=O)(=O)c2ccc(Cl)c(N)c2)CC1. Reaction SMILES: [N+:23]([O-:24])(=[O:25])[c:26]1[cH:27][c:28]([S:33](=[O:34])(=[O:35])[NH:36][CH:37]2[CH2:38][CH2:39][CH:40]([C:43](=[O:44])[O:45][CH3:46])[CH2:41][CH2:42]2)[cH:29][cH:30][c:31]1[CH3:32].[NH2:1][c:2]1[cH:3][c:4]([S:5]([NH:6][CH:7]2[CH2:8][CH2:9][CH:10]([C:11]([O:12][CH3:13])=[O:14])[CH2:15][CH2:16]2)(=[O:17])=[O:18])[cH:19][cH:20][c:21]1[Cl:22]>>[NH2:23][c:26]1[cH:27][c:28]([S:33](=[O:34])(=[O:35])[NH:36][CH:37]2[CH2:38][CH2:39][CH:40]([C:43](=[O:44])[O:45][CH3:46])[CH2:41][CH2:42]2)[cH:29][cH:30][c:31]1[CH3:32]. Reactants: CC#N, CCN(C(C)C)C(C)C, O=C(O)C(F)(F)F, O=[N+]([O-])c1ccc(F)c(F)c1, O=C1CNCCN1CCF. Yields the product O=C1CN(c2ccc([N+](=O)[O-])cc2F)CCN1CCF. RXN SMILES: [CH3:38][C:39]#[N:40].[CH:18]([N:19]([CH2:20][CH3:21])[CH:22]([CH3:23])[CH3:24])([CH3:25])[CH3:26].[F:1][C:2]([F:3])([F:4])[C:5]([OH:6])=[O:7].[F:27][c:28]1[cH:29][c:30]([N+:35](=[O:36])[O-:37])[cH:31][cH:32][c:33]1[F:34].[F:8][CH2:9][CH2:10][N:11]1[C:12](=[O:17])[CH2:13][NH:14][CH2:15][CH2:16]1>>[F:8][CH2:9][CH2:10][N:11]1[C:12](=[O:17])[CH2:13][N:14]([c:33]2[c:28]([F:27])[cH:29][c:30]([N+:35](=[O:36])[O-:37])[cH:31][cH:32]2)[CH2:15][CH2:16]1. The reactants are C(#N)C1=CC=C(C=C1)C=1C=NN(C1O)C1=NC=C(C(=O)O)C=C1 (6-(4-(4-cyanophenyl)-5-hydroxy-1H-pyrazol-1-yl)nicotinic acid), COC(CCN)C (3-methoxybutan-1-amine). The product is C(#N)C1=CC=C(C=C1)C=1C=NN(C1O)C1=NC=C(C(=O)NCCC(C)OC)C=C1 (6-(4-(4-cyanophenyl)-5-hydroxy-1H-pyrazol-1-yl)-N-(3-methoxybutyl)nicotinamide). Reaction SMILES: [C:1]([C:3]1[CH:8]=[CH:7][C:6]([C:9]2[CH:10]=[N:11][N:12]([C:15]3[CH:23]=[CH:22][C:18]([C:19](O)=[O:20])=[CH:17][N:16]=3)[C:13]=2[OH:14])=[CH:5][CH:4]=1)#[N:2].[CH3:24][O:25][CH:26]([CH3:30])[CH2:27][CH2:28][NH2:29]>>[C:1]([C:3]1[CH:8]=[CH:7][C:6]([C:9]2[CH:10]=[N:11][N:12]([C:15]3[CH:23]=[CH:22][C:18]([C:19]([NH:29][CH2:28][CH2:27][CH:26]([O:25][CH3:24])[CH3:30])=[O:20])=[CH:17][N:16]=3)[C:13]=2[OH:14])=[CH:5][CH:4]=1)#[N:2]. Procedure: The title compound was prepared in a manner similar to Example 112 using 6-(4-(4-cyanophenyl)-5-hydroxy-1H-pyrazol-1-yl)nicotinic acid and 3-methoxybutan-1-amine. 1H NMR (400 MHz, DMSO-d6) δ ppm 1.05 (d, J=6.32 Hz, 3H) 1.52-1.70 (m, 2H) 3.17 (s, 3H) 3.26-3.36 (m, 3H) 7.72 (d, J=8.59 Hz, 2H) 8.07 (d, J=6.57 Hz, 2H) 8.27-8.50 (m, 2H) 8.61 (t, J=5.43 Hz, 2H) 8.76-8.96 (m, 1H) 13.46 (br. s., 1H). MS m/z [M+H]+ 392.1.